From a dataset of the Open Reaction Database (ORD), a public repository of structured organic reaction records. describe an organic reaction: reactants, conditions, products, and yield The reactants are CC(=O)OCc1cc(-c2cnn3c(C(F)(F)F)cc(-c4ccc(C(F)(F)F)cc4)nc23)ccn1, C[O-], CO, [Na+], O. Product: OCc1cc(-c2cnn3c(C(F)(F)F)cc(-c4ccc(C(F)(F)F)cc4)nc23)ccn1. As a reaction SMILES: [C:1](=[O:2])([CH3:3])[O:4][CH2:5][c:6]1[n:7][cH:8][cH:9][c:10](-[c:12]2[cH:13][n:14][n:15]3[c:16]2[n:17][c:18](-[c:25]2[cH:26][cH:27][c:28]([C:31]([F:32])([F:33])[F:34])[cH:29][cH:30]2)[cH:19][c:20]3[C:21]([F:22])([F:23])[F:24])[cH:11]1.[CH3:35][O-:36].[CH3:39][OH:40].[Na+:37].[OH2:38]>>[OH:4][CH2:5][c:6]1[n:7][cH:8][cH:9][c:10](-[c:12]2[cH:13][n:14][n:15]3[c:16]2[n:17][c:18](-[c:25]2[cH:26][cH:27][c:28]([C:31]([F:32])([F:33])[F:34])[cH:29][cH:30]2)[cH:19][c:20]3[C:21]([F:22])([F:23])[F:24])[cH:11]1. The solvent is CO (methanol), O1CCCC1 (tetrahydrofuran). Reactants: [BH4-].[Na+] (sodium borohydride), Cl (hydrochloric acid), C(#N)C=1C=C(C=CC1C)C=1SC=2NCCCCC2N1 (2-(3-cyano-4-methylphenyl)-5,6,7,8-tetrahydro-4H-thiazolo[5,4-b]azepine). The yield is 22.7%. Product: Cl.Cl.NCC=1C=C(C=CC1C)C=1SC=2NCCCCC2N1 (2-(3-Aminomethyl-4-methylphenyl)-5,6,7,8-tetrahydro-4H-thiazolo [5,4-b]azepine dihydrochloride). Reaction SMILES: [C:1]([C:3]1[CH:4]=[C:5]([C:10]2[S:11][C:12]3[NH:13][CH2:14][CH2:15][CH2:16][CH2:17][C:18]=3[N:19]=2)[CH:6]=[CH:7][C:8]=1[CH3:9])#[N:2].[BH4-].[Na+].[ClH:22]>CO.O1CCCC1.O.O.O.O.O.O.[Co](Cl)Cl>[ClH:22].[ClH:22].[NH2:2][CH2:1][C:3]1[CH:4]=[C:5]([C:10]2[S:11][C:12]3[NH:13][CH2:14][CH2:15][CH2:16][CH2:17][C:18]=3[N:19]=2)[CH:6]=[CH:7][C:8]=1[CH3:9] |f:1.2,6.7.8.9.10.11.12,13.14.15|. Conditions: time 1 hour. Reagents/catalysts: O.O.O.O.O.O.[Co](Cl)Cl (cobalt chloride hexahydrate). Procedure: Then, a solution of 2-(3-cyano-4-methylphenyl)-5,6,7,8-tetrahydro-4H-thiazolo[5,4-b]azepine (6.12 g) and cobalt chloride hexahydrate (10.8 g) in a mixture of methanol (30 ml) and tetrahydrofuran (20 ml) was ice-cooled, followed by adding a powder of sodium borohydride (8.6 g) gradually, and further stirred for 1 hr. at the same temperature. After acidifying with an aqueous 4N-hydrochloric acid, the reaction mixture was extracted with diethyl ether, the aqueous layer was alkalified with an aqueou... As a reaction SMILES: [CH3:1][O:2][C:3]1[CH:8]=[CH:7][C:6]([C@H:9]2[C@@H:15]([OH:16])[C:14](=[O:17])[N:13]([CH2:18][CH2:19][N:20]([CH2:23][CH3:24])[CH2:21][CH3:22])[C:12]3[CH:25]=[CH:26][C:27]([Cl:29])=[CH:28][C:11]=3[S:10]2)=[CH:5][CH:4]=1.[C:30](OC(=O)C)(=[O:32])[CH3:31].[C:37]([O-:42])(=[O:41])[C:38]([O-:40])=[O:39]>N1C=CC=CC=1>[C:37]([OH:42])(=[O:41])[C:38]([OH:40])=[O:39].[CH3:1][O:2][C:3]1[CH:4]=[CH:5][C:6]([C@H:9]2[C@@H:15]([O:16][C:30](=[O:32])[CH3:31])[C:14](=[O:17])[N:13]([CH2:18][CH2:19][N:20]([CH2:23][CH3:24])[CH2:21][CH3:22])[C:12]3[CH:25]=[CH:26][C:27]([Cl:29])=[CH:28][C:11]=3[S:10]2)=[CH:7][CH:8]=1 |f:4.5|. Reagents/catalysts: N1=CC=CC=C1 (pyridine). Procedure details: A mixture of 0.67 g of (+)-cis-2-(4-methoxyphenyl)-3-hydroxy-5-[2-(diethylamino)ethyl]-8-chloro-2,3-dihydro-1,5-benzothiazepin-4(5H)-one, 7 ml of acetic anhydride and 2 drops of pyridine is treated in the same manner as described in Example 16. The crude product is converted into its oxalate and recrystallized from ethanol. 0.634 g of (+)-cis-2-(4-methoxyphenyl)-3-acetoxy-5-[2-(diethylamino)ethyl]-8-chloro-2,3-dihydro-1,5-benzothiazepin-4(5H)-one oxalate is obtained. Starting materials: C(C(=O)[O-])(=O)[O-] (oxalate), COC1=CC=C(C=C1)[C@@H]1SC2=C(N(C([C@@H]1O)=O)CCN(CC)CC)C=CC(=C2)Cl ((+)-cis-2-(4-methoxyphenyl)-3-hydroxy-5-[2-(diethylamino)ethyl]-8-chloro-2,3-dihydro-1,5-benzothiazepin-4(5H)-one), C(C)(=O)OC(C)=O (acetic anhydride), crude product. Product: C(C(=O)O)(=O)O.COC1=CC=C(C=C1)[C@@H]1SC2=C(N(C([C@@H]1OC(C)=O)=O)CCN(CC)CC)C=CC(=C2)Cl ((+)-cis-2-(4-methoxyphenyl)-3-acetoxy-5-[2-(diethylamino)ethyl]-8-chloro-2,3-dihydro-1,5-benzothiazepin-4(5H)-one oxalate). Product: ClC1=C(C=CC=C1)N(S(=O)(=O)C1=CC(=CC=C1)N)C (N-(2-chlorophenyl)-N-methyl-(3-aminophenyl)sulfonamide). Reaction SMILES: [Cl:1][C:2]1[CH:7]=[CH:6][CH:5]=[CH:4][C:3]=1[N:8]([CH3:21])[S:9]([C:12]1[CH:17]=[CH:16][CH:15]=[C:14]([N+:18]([O-])=O)[CH:13]=1)(=[O:11])=[O:10].O.O.[Sn](Cl)Cl>CO.C(OCC)(=O)C.C(=O)([O-])[O-].[Na+].[Na+]>[Cl:1][C:2]1[CH:7]=[CH:6][CH:5]=[CH:4][C:3]=1[N:8]([CH3:21])[S:9]([C:12]1[CH:17]=[CH:16][CH:15]=[C:14]([NH2:18])[CH:13]=1)(=[O:11])=[O:10] |f:1.2.3,6.7.8|. Procedure details: A solution of N-(2-chlorophenyl)-N-methyl-(3-nitrophenyl)sulfonamide (2.6 mmol, 848 mg) and tin (II) chloride dihydrate (10.4 mmol, 2.35 g) were heated for 4 hr at reflux in 15 mL of methanol. The reaction mixture was cooled to room temperature and diluted with 20 mL of ethyl acetate and 10 mL of a saturated solution of aqueous sodium carbonate. Heavy gas evolution was observed upon addition of aqueous sodium carbonate to the reaction mixture. The reaction mixture was stirred 1 hr and then filte... Starting materials: ClC1=C(C=CC=C1)N(S(=O)(=O)C1=CC(=CC=C1)[N+](=O)[O-])C (N-(2-chlorophenyl)-N-methyl-(3-nitrophenyl)sulfonamide), O.O.[Sn](Cl)Cl (tin (II) chloride dihydrate). Solvent: C(C)(=O)OCC (ethyl acetate), saturated solution, C([O-])([O-])=O.[Na+].[Na+] (sodium carbonate), C([O-])([O-])=O.[Na+].[Na+] (sodium carbonate), CO (methanol). Run at time 1 hour. Reactants: ClC1=CC=2C(=NN(N2)C2=C(C=CC(=C2)CCOC(C(=C)C)=O)O)C=C1 (5-chloro-2-(2′-hydroxy-5′-methacryloyloxyethylphenyl)-2H-benzotriazole), C[O-].[Na+].CO (sodium methylate•methanol). The solvent is C=1(C(=CC=CC1)C)C (xylene). Yields the product ClC1=CC=CC2=NN(N=C21)C2=CC(=CC(=C2O)CC2=C(C(=CC(=C2)C)N2N=C1C(=N2)C=CC=C1)O)CCOC(C(=C)C)=O (6-(4-chloro-2H-benzotriazol-2-yl)-4-methacryloyloxyethyl-2-[3′-(2H-benzotriazol-2-yl)-2′-hydroxy-5′-methylphenyl]methylphenol). Yield: 70.3%. RXN SMILES: [Cl:1][C:2]1[CH:25]=[CH:24][C:5]2=[N:6][N:7]([C:9]3[CH:14]=[C:13]([CH2:15][CH2:16][O:17][C:18](=[O:22])[C:19]([CH3:21])=[CH2:20])[CH:12]=[CH:11][C:10]=3[OH:23])[N:8]=[C:4]2[CH:3]=1.[CH3:26][O-:27].[Na+].CO>C1(C)C(C)=CC=CC=1>[Cl:1][C:2]1[C:3]2[C:4](=[N:8][N:7]([C:9]3[C:10]([OH:23])=[C:11]([CH2:10][C:11]4[CH:12]=[C:13]([CH3:15])[CH:14]=[C:9]([N:7]5[N:6]=[C:5]6[CH:24]=[CH:25][CH:2]=[CH:3][C:4]6=[N:8]5)[C:26]=4[OH:27])[CH:12]=[C:13]([CH2:15][CH2:16][O:17][C:18](=[O:22])[C:19]([CH3:21])=[CH2:20])[CH:14]=3)[N:6]=2)[CH:5]=[CH:24][CH:25]=1 |f:1.2.3|. Reported procedure: Ten grams (30.9 mmols) of crude 2-(3′-N,N-diethylaminomethyl-2′-hydroxy-5′-methylphenyl)-2H-benzotriazole obtained following the procedures of Synthesis Example 1 and 11.1 g (31.0 mmols) of 5-chloro-2-(2′-hydroxy-5′-methacryloyloxyethylphenyl)-2H-benzotriazole were dissolved in 64 ml of xylene, and 1.5 ml of a 28% sodium methylate•methanol solution were added thereto. The mixture was then refluxed in a nitrogen stream for 10 hours. After the completion of the reaction, the reaction mixture was c...